This data is from the Open Reaction Database (ORD), a public repository of structured organic reaction records. The task is: describe an organic reaction: reactants, conditions, products, and yield Starting materials: CN(C=C1CCCC(C1=O)C1=CC(=C(C=C1)Cl)Cl)C (6-[1-dimethylamino-methylidene]-2-(3,4-dichloro-phenyl)-cyclohexanone), [N+](=O)(O)[O-].[N+](=O)(O)[O-].COC=1C=C(C=CC1N1C=NC(=C1)C)NC(=N)N (N-[3-methoxy-4-(4-methyl-imidazol-1-yl)-phenyl]-guanidine dinitrate). Yields the product ClC=1C=C(C=CC1Cl)C1CCCC=2C=NC(=NC12)NC1=CC(=C(C=C1)N1C=NC(=C1)C)OC ([8-(3,4-Dichloro-phenyl)-5,6,7,8-tetrahydro-quinazolin-2-yl]-[3-methoxy-4-(4-methyl-imidazol-1-yl)-phenyl]-amine), solid. The yield is 48.0%. RXN SMILES: CN(C)[CH:3]=[C:4]1[C:9](=O)[CH:8]([C:11]2[CH:16]=[CH:15][C:14]([Cl:17])=[C:13]([Cl:18])[CH:12]=2)[CH2:7][CH2:6][CH2:5]1.[N+]([O-])(O)=O.[N+]([O-])(O)=O.[CH3:28][O:29][C:30]1[CH:31]=[C:32]([NH:42][C:43]([NH2:45])=[NH:44])[CH:33]=[CH:34][C:35]=1[N:36]1[CH:40]=[C:39]([CH3:41])[N:38]=[CH:37]1>>[Cl:18][C:13]1[CH:12]=[C:11]([CH:8]2[C:9]3[N:45]=[C:43]([NH:42][C:32]4[CH:33]=[CH:34][C:35]([N:36]5[CH:40]=[C:39]([CH3:41])[N:38]=[CH:37]5)=[C:30]([O:29][CH3:28])[CH:31]=4)[N:44]=[CH:3][C:4]=3[CH2:5][CH2:6][CH2:7]2)[CH:16]=[CH:15][C:14]=1[Cl:17] |f:1.2.3|. Procedure details: The title compound was prepared from 6-[1-dimethylamino-methylidene]-2-(3,4-dichloro-phenyl)-cyclohexanone (119 mg, 0.40 mmol) and N-[3-methoxy-4-(4-methyl-imidazol-1-yl)-phenyl]-guanidine dinitrate (148 mg, 0.40 mmol) using in analogous manner the procedure described in example 45b). Obtained as an off-white solid (92 mg, 48%). MS ISP (m/e): 480.0 [(M+H)+]. mp 167-169° C.